From a dataset of the Open Reaction Database (ORD), a public repository of structured organic reaction records. describe an organic reaction: reactants, conditions, products, and yield RXN SMILES: [C:1](=[O:2])([O:3][CH2:4][CH3:5])[CH:6]=[CH:7][CH:8]=[CH:9][c:10]1[c:11](=[O:25])[nH:12][c:13](=[O:24])[n:14]([CH:15]2[CH2:16][CH:17]([OH:18])[CH:19]([CH2:20][OH:21])[O:22]2)[cH:23]1.[Na+:27].[OH-:26]>>[C:1](=[O:2])([OH:3])[CH:6]=[CH:7][CH:8]=[CH:9][c:10]1[c:11](=[O:25])[nH:12][c:13](=[O:24])[n:14]([CH:15]2[CH2:16][CH:17]([OH:18])[CH:19]([CH2:20][OH:21])[O:22]2)[cH:23]1. The reactants are CCOC(=O)C=CC=Cc1cn(C2CC(O)C(CO)O2)c(=O)[nH]c1=O, [Na+], [OH-]. Product: O=C(O)C=CC=Cc1cn(C2CC(O)C(CO)O2)c(=O)[nH]c1=O. Reactants: CN1CC=C(C2=CC=CC(=C12)CO)C (1,4-Dimethyl-8-hydroxymethyl-1,2-dihydroquinoline), S(=O)(Cl)Cl (thionylchloride). The solvent is ClCCl (dichloromethane), ClCCl (dichloromethane). Yields the product CN1CC=C(C2=CC=CC(=C12)CCl)C (1,4-dimethyl-8-chloromethyl-1,2-dihydroquinoline). The yield is 81.0%. Reaction SMILES: [CH3:1][N:2]1[C:11]2[C:6](=[CH:7][CH:8]=[CH:9][C:10]=2[CH2:12]O)[C:5]([CH3:14])=[CH:4][CH2:3]1.S(Cl)([Cl:17])=O>ClCCl>[CH3:1][N:2]1[C:11]2[C:6](=[CH:7][CH:8]=[CH:9][C:10]=2[CH2:12][Cl:17])[C:5]([CH3:14])=[CH:4][CH2:3]1. Procedure: 1,4-Dimethyl-8-hydroxymethyl-1,2-dihydroquinoline (0.9 g) was dissolved in dichloromethane (30 ml). To this solution was added dropwise thionylchloride (0.6 g) with stirring under ice-cooling, and the mixture was stirred for 30 minutes. After completion of the reaction, dichloromethane was distilled off under reduced pressure, and n-hexane was added to the residue. The mixture was concentrated under reduced pressure to give 1,4-dimethyl-8-chloromethyl-1,2-dihydroquinoline (0.8 g). Starting materials: ClC1=C(C(=O)NC2=C(C=CC(=C2)C(C(F)(F)F)(C(F)(F)F)F)O)C=CN=C1 (3-chloro-N-[2-hydroxy-5-(heptafluoroisopropyl)phenyl]isonicotinamide), O1CCCC1 (tetrahydrofuran), C1(=CC=CC=C1)P(C1=CC=CC=C1)C1=CC=CC=C1 (triphenylphosphine), N(=NC(=O)OCC)C(=O)OCC (diethyl azodicarboxylate). Run in C1(=CC=CC=C1)C (toluene). Run at time 1.2 hour. Product: ClC=1C=NC=CC1C=1OC2=C(N1)C=C(C=C2)C(C(F)(F)F)(C(F)(F)F)F (2-(3-chloropyridin-4-yl)-5-(heptafluoroisopropyl)benzoxazole). Isolated yield 67.4%. Reaction SMILES: [Cl:1][C:2]1[CH:27]=[N:26][CH:25]=[CH:24][C:3]=1[C:4]([NH:6][C:7]1[CH:12]=[C:11]([C:13]([F:22])([C:18]([F:21])([F:20])[F:19])[C:14]([F:17])([F:16])[F:15])[CH:10]=[CH:9][C:8]=1O)=[O:5].O1CCCC1.C1(P(C2C=CC=CC=2)C2C=CC=CC=2)C=CC=CC=1.N(C(OCC)=O)=NC(OCC)=O>C1(C)C=CC=CC=1>[Cl:1][C:2]1[CH:27]=[N:26][CH:25]=[CH:24][C:3]=1[C:4]1[O:5][C:8]2[CH:9]=[CH:10][C:11]([C:13]([F:22])([C:18]([F:20])([F:19])[F:21])[C:14]([F:17])([F:16])[F:15])=[CH:12][C:7]=2[N:6]=1. Procedure details: To a mixture of 0.90 g of 3-chloro-N-[2-hydroxy-5-(heptafluoroisopropyl)phenyl]isonicotinamide, 10 ml of tetrahydrofuran and 0.68 g of triphenylphosphine, 1.13 g of 40% toluene solution of diethyl azodicarboxylate was added dropwise at room temperature. The reaction mixture was stirred for 1.2 hours. The reaction mixture was concentrated under reduced pressure. The residue was subjected to silica gel column chromatography to give 0.58 g of 2-(3-chloropyridin-4-yl)-5-(heptafluoroisopropyl)benzoxa... The reactants are ClC1=NC(=NC(=C1C(C(=O)OC)CCC)C)N1CCCCC1 (methyl 2-(4-chloro-6-methyl-2-(piperidin-1-yl)pyrimidin-5-yl)pentanoate), FC=1C=C(C(=C2CCCOC12)C)B1OC(C(O1)(C)C)(C)C (2-(8-fluoro-5-methylchroman-6-yl)-4,4,5,5-tetramethyl-1,3,2-dioxaborolane). Yields the product FC=1C=C(C(=C2CCCOC12)C)C1=NC(=NC(=C1C(C(=O)OC)CCC)C)N1CCCCC1 (methyl 2-(4-(8-fluoro-5-methylchroman-6-yl)-6-methyl-2-(piperidin-1-yl)pyrimidin-5-yl)pentanoate). RXN SMILES: Cl[C:2]1[C:7]([CH:8]([CH2:13][CH2:14][CH3:15])[C:9]([O:11][CH3:12])=[O:10])=[C:6]([CH3:16])[N:5]=[C:4]([N:17]2[CH2:22][CH2:21][CH2:20][CH2:19][CH2:18]2)[N:3]=1.[F:23][C:24]1[CH:25]=[C:26](B2OC(C)(C)C(C)(C)O2)[C:27]([CH3:34])=[C:28]2[C:33]=1[O:32][CH2:31][CH2:30][CH2:29]2>>[F:23][C:24]1[CH:25]=[C:26]([C:2]2[C:7]([CH:8]([CH2:13][CH2:14][CH3:15])[C:9]([O:11][CH3:12])=[O:10])=[C:6]([CH3:16])[N:5]=[C:4]([N:17]3[CH2:22][CH2:21][CH2:20][CH2:19][CH2:18]3)[N:3]=2)[C:27]([CH3:34])=[C:28]2[C:33]=1[O:32][CH2:31][CH2:30][CH2:29]2. Procedure details: This compound is prepared according to general method E starting from methyl 2-(4-chloro-6-methyl-2-(piperidin-1-yl)pyrimidin-5-yl)pentanoate and 2-(8-fluoro-5-methylchroman-6-yl)-4,4,5,5-tetramethyl-1,3,2-dioxaborolane. Starting materials: CN(C=O)C (N,N-dimethylformamide), C(C1=CC=CC=C1)C=1N=C(SC1Br)C1=CC2=C(C=C1)OCO2 (4-benzyl-5-bromo-2-(3,4-methylenedioxyphenyl)thiazole), C(#C)C1(CN2CCC1CC2)O (3-ethynyl-3-quinuclidinol), tetrakis (triphenylphosphine)palladium(0), cuprous iodide, N (ammonia). Run in C(C)N(CC)CC (triethylamine), C(C)(=O)OCC (ethyl acetate). Run at temperature 100 celsius, time 15 minute. The product is C(C1=CC=CC=C1)C=1N=C(SC1C#CC1(CN2CCC1CC2)O)C2=CC1=C(C=C2)OCO1 (3-[4-Benzyl-2-(3,4-methylenedioxyphenyl)-5-thiazolyl]ethynyl-3-quinuclidinol). Yield: 56.5%. As a reaction SMILES: CN(C)C=O.[CH2:6]([C:13]1[N:14]=[C:15]([C:19]2[CH:24]=[CH:23][C:22]3[O:25][CH2:26][O:27][C:21]=3[CH:20]=2)[S:16][C:17]=1Br)[C:7]1[CH:12]=[CH:11][CH:10]=[CH:9][CH:8]=1.[C:28]([C:30]1([OH:38])[CH:35]2[CH2:36][CH2:37][N:32]([CH2:33][CH2:34]2)[CH2:31]1)#[CH:29].N>C(OCC)(=O)C.C(N(CC)CC)C>[CH2:6]([C:13]1[N:14]=[C:15]([C:19]2[CH:24]=[CH:23][C:22]3[O:25][CH2:26][O:27][C:21]=3[CH:20]=2)[S:16][C:17]=1[C:29]#[C:28][C:30]1([OH:38])[CH:35]2[CH2:36][CH2:37][N:32]([CH2:33][CH2:34]2)[CH2:31]1)[C:7]1[CH:12]=[CH:11][CH:10]=[CH:9][CH:8]=1. Procedure: 5 ml of N,N-dimethylformamide was added to a mixture of 377 mg of 4-benzyl-5-bromo-2-(3,4-methylenedioxyphenyl)thiazole, 178 mg of 3-ethynyl-3-quinuclidinol, 68 mg of tetrakis (triphenylphosphine)palladium(0), 18 mg of cuprous iodide and 0.5 ml of triethylamine, followed by heating under stirring at 100° C. in an oil bath for 15 minutes in a nitrogen atmosphere. After cooling as it was, ethyl acetate and aqueous ammonia were added thereto, and the mixture was extracted with ethyl acetate. The or...